describe an organic reaction: reactants, conditions, products, and yield From a dataset of the Open Reaction Database (ORD), a public repository of structured organic reaction records. Starting materials: CC1=C(NC2=C1C(N(CCC2)CCN2CCCC2)=O)C=O (3-methyl-4-oxo-5-(2-pyrrolidin-1-yl-ethyl)-1,4,5,6,7,8-hexahydro-pyrrolo[3,2-c]azepine-2-carbaldehyde), FC=1C=C2CC(NC2=CC1NC(COC)=O)=O (N-(5-fluoro-2-oxo-2,3-dihydro-1H-indol-6-yl)-2-methoxy-acetamide). Product: FC=1C=C2/C(/C(NC2=CC1NC(COC)=O)=O)=C/C1=C(C=2C(N(CCCC2N1)CCN1CCCC1)=O)C ((Z)—N-{5-fluoro-3-[3-methyl-4-oxo-5-(2-pyrrolidin-1-yl-ethyl)-1,4,5,6,7,8-hexahydro-pyrrolo[3,2-c]azepin-2-ylmethylene]-2-oxo-2,3-dihydro-1H-indol-6-yl}-2-methoxy-acetamide). The yield is 63.7%. Reaction SMILES: [CH3:1][C:2]1[C:6]2[C:7](=[O:19])[N:8]([CH2:12][CH2:13][N:14]3[CH2:18][CH2:17][CH2:16][CH2:15]3)[CH2:9][CH2:10][CH2:11][C:5]=2[NH:4][C:3]=1[CH:20]=O.[F:22][C:23]1[CH:24]=[C:25]2[C:29](=[CH:30][C:31]=1[NH:32][C:33](=[O:37])[CH2:34][O:35][CH3:36])[NH:28][C:27](=[O:38])[CH2:26]2>>[F:22][C:23]1[CH:24]=[C:25]2[C:29](=[CH:30][C:31]=1[NH:32][C:33](=[O:37])[CH2:34][O:35][CH3:36])[NH:28][C:27](=[O:38])/[C:26]/2=[CH:20]\[C:3]1[NH:4][C:5]2[CH2:11][CH2:10][CH2:9][N:8]([CH2:12][CH2:13][N:14]3[CH2:15][CH2:16][CH2:17][CH2:18]3)[C:7](=[O:19])[C:6]=2[C:2]=1[CH3:1]. Reported procedure: The title compound was prepared under the same conditions as described in step 4 of Example 28 with 3-methyl-4-oxo-5-(2-pyrrolidin-1-yl-ethyl)-1,4,5,6,7,8-hexahydro-pyrrolo[3,2-c]azepine-2-carbaldehyde 28c obtained from step 3 of Example 28 and N-(5-fluoro-2-oxo-2,3-dihydro-1H-indol-6-yl)-2-methoxy-acetamide 7a obtained from step 1 of Example 7 as starting materials to obtain (Z)—N-{5-fluoro-3-[3-methyl-4-oxo-5-(2-pyrrolidin-1-yl-ethyl)-1,4,5,6,7,8-hexahydro-pyrrolo[3,2-c]azepin-2-ylmethylene]-2... Reactants: OC1(c2cccnc2)CCN(Cc2ccccc2)CC1, C1CCC2CCCCC2C1, [K+], [K+], O, O=S(=O)([O-])OS(=O)(=O)[O-]. Product: C1=C(c2cccnc2)CCN(Cc2ccccc2)C1. RXN SMILES: [CH2:1]([c:2]1[cH:3][cH:4][cH:5][cH:6][cH:7]1)[N:8]1[CH2:9][CH2:10][C:11]([c:14]2[cH:15][n:16][cH:17][cH:18][cH:19]2)([OH:20])[CH2:12][CH2:13]1.[CH2:32]1[CH2:33][CH:34]2[CH:35]([CH2:36][CH2:37][CH2:38][CH2:39]2)[CH2:40][CH2:41]1.[K+:30].[K+:31].[OH2:42].[S:21]([O:22][S:23]([O-:24])(=[O:25])=[O:26])([O-:27])(=[O:28])=[O:29]>>[CH2:1]([c:2]1[cH:3][cH:4][cH:5][cH:6][cH:7]1)[N:8]1[CH2:9][CH:10]=[C:11]([c:14]2[cH:15][n:16][cH:17][cH:18][cH:19]2)[CH2:12][CH2:13]1. Reactants: C([O-])(O)=O.[Na+] (sodium bicarbonate), [Cl-].[Al+3].[Cl-].[Cl-] (aluminum chloride), COC=1C=C2CCNCC2=CC1 (6-methoxy-1,2,3,4-tetrahydroisoquinoline), Cl (hydrochloric acid). Run in O (water), CSC (dimethylsulfide), ClCCl (Dichloromethane). Run at time 3 hour. Product: Cl.OC=1C=C2CCNCC2=CC1 (6-Hydroxy-1,2,3,4-tetrahydroisoquinoline hydrochloride). RXN SMILES: C[O:2][C:3]1[CH:4]=[C:5]2[C:10](=[CH:11][CH:12]=1)[CH2:9][NH:8][CH2:7][CH2:6]2.[Cl-:13].[Al+3].[Cl-].[Cl-].Cl.C(=O)(O)[O-].[Na+]>CSC.O.ClCCl>[ClH:13].[OH:2][C:3]1[CH:4]=[C:5]2[C:10](=[CH:11][CH:12]=1)[CH2:9][NH:8][CH2:7][CH2:6]2 |f:1.2.3.4,6.7,11.12|. Reported procedure: In dimethylsulfide (20 ml), 6-methoxy-1,2,3,4-tetrahydroisoquinoline (7.75 g) was dissolved, followed by the addition of aluminum chloride (19.0 g) under ice cooling. The resulting mixture was stirred at room temperature for 3 hours. Dichloromethane and dilute hydrochloric acid were added to the reaction mixture. A saturated aqueous solution of sodium bicarbonate was added to the water layer so separated to make it weakly alkaline, followed by the extraction with dichloromethane. After drying ov... Starting materials: Cl (hydrochloric acid), C(C1=CC=CC=C1)OC=1C(C(=CN(C1C(NCC1=CC(=CC=C1)Cl)=O)CC(OC)OC)CC(=O)OC)=O (methyl [5-benzyloxy-6-(3-chlorobenzylcarbamoyl)-1-(2,2-dimethoxyethyl)-4-oxo-1,4-dihydropyridin-3-yl]acetate), CO (methanol), [OH-].[Na+] (sodium hydroxide). Run in O (water), O1CCCC1 (tetrahydrofuran). Conditions: temperature 70 celsius, time 30 minute. The product is C(C1=CC=CC=C1)OC=1C(C(=CN(C1C(NCC1=CC(=CC=C1)Cl)=O)CC(OC)OC)CC(=O)O)=O ([5-benzyloxy-6-(3-chlorobenzylcarbamoyl)-1-(2,2-dimethoxyethyl)-4-oxo-1,4-dihydropyridin-3-yl]acetic acid). The yield is 79.4%. As a reaction SMILES: [CH2:1]([O:8][C:9]1[C:10](=[O:37])[C:11]([CH2:32][C:33]([O:35]C)=[O:34])=[CH:12][N:13]([CH2:26][CH:27]([O:30][CH3:31])[O:28][CH3:29])[C:14]=1[C:15](=[O:25])[NH:16][CH2:17][C:18]1[CH:23]=[CH:22][CH:21]=[C:20]([Cl:24])[CH:19]=1)[C:2]1[CH:7]=[CH:6][CH:5]=[CH:4][CH:3]=1.CO.[OH-].[Na+].Cl>O1CCCC1.O>[CH2:1]([O:8][C:9]1[C:10](=[O:37])[C:11]([CH2:32][C:33]([OH:35])=[O:34])=[CH:12][N:13]([CH2:26][CH:27]([O:28][CH3:29])[O:30][CH3:31])[C:14]=1[C:15](=[O:25])[NH:16][CH2:17][C:18]1[CH:23]=[CH:22][CH:21]=[C:20]([Cl:24])[CH:19]=1)[C:2]1[CH:7]=[CH:6][CH:5]=[CH:4][CH:3]=1 |f:2.3|. Procedure: To a solution of methyl [5-benzyloxy-6-(3-chlorobenzylcarbamoyl)-1-(2,2-dimethoxyethyl)-4-oxo-1,4-dihydropyridin-3-yl]acetate (150 mg) obtained in Example 187, Step 1 in tetrahydrofuran (1.5 ml)-methanol (1.5 ml) was added 4N aqueous sodium hydroxide solution (0.11 ml), and the mixture was stirred at 70° C. for 30 min. The reaction mixture was warmed to room temperature, 1N aqueous hydrochloric acid (0.5 ml) and water (15 ml) were added, and the mixture was extracted twice with ethyl acetate (30... Starting materials: C1(=CC=CC=C1)C=1C(=NC=2N(C1)C(=CN2)C=C)C2=CC=C(C=O)C=C2 (4-(6-phenyl-3-vinylimidazo[1,2-a]pyrimidin-7-yl)benzaldehyde). The reagents and catalysts are [Pd] (Pd/C). The solvent is C1CCOC1 (THF), CCO (EtOH). Conditions: time 2 hour. The product is C(C)C1=CN=C2N1C=C(C(=N2)C2=CC=C(C=O)C=C2)C2=CC=CC=C2 (4-(3-ethyl-6-phenylimidazo[1,2-a]pyrimidin-7-yl)benzaldehyde). Reaction SMILES: [C:1]1([C:7]2[C:8]([C:18]3[CH:25]=[CH:24][C:21]([CH:22]=[O:23])=[CH:20][CH:19]=3)=[N:9][C:10]3[N:11]([C:13]([CH:16]=[CH2:17])=[CH:14][N:15]=3)[CH:12]=2)[CH:6]=[CH:5][CH:4]=[CH:3][CH:2]=1>C1COCC1.CCO.[Pd]>[CH2:16]([C:13]1[N:11]2[CH:12]=[C:7]([C:1]3[CH:6]=[CH:5][CH:4]=[CH:3][CH:2]=3)[C:8]([C:18]3[CH:25]=[CH:24][C:21]([CH:22]=[O:23])=[CH:20][CH:19]=3)=[N:9][C:10]2=[N:15][CH:14]=1)[CH3:17]. Procedure: 100 mg 4-(6-phenyl-3-vinylimidazo[1,2-a]pyrimidin-7-yl)benzaldehyde (prepared as described under example 15 are dissolved in a mixture of 5 ml THF and 5 ml EtOH. 10 mg 10% Pd/C are added and the mixture stirred under an atmosphere of hydrogen for 2 h. The mixture is filtered of celite, the solvens is evaporated and the crude product is purified by chromatography on silica gel (dichloromethane/methanol). Reactants: ClC1=C(C(=CC(=C1)CNC(=NC(CC1=CNC2=CC=C(C=C12)OC)=O)N)Cl)NC(C)=O (N-(2,6-Dichloro-4-{N′-[2-(5-methoxy-1H-indol-3-yl)-acetyl]-guanidinomethyl}-phenyl)-acetamide), C(C)(=O)NC1=C(C=C(CN)C=C1Cl)Cl (4-acetamido-3,5-dichloro-benzylamine), ( B ), FC1=CC=C2C(=CNC2=C1)CC(=O)O (2-(6-fluoro-1H-indol-3-yl)acetic acid), ( A ), 450.08. The product is ClC1=C(C(=CC(=C1)CNC(=NC(CC1=CNC2=CC(=CC=C12)F)=O)N)Cl)NC(C)=O (N-(2,6-Dichloro-4-{N′-[2-(6-fluoro-1H-indol-3-yl)-acetyl]-guanidinomethyl}-phenyl)-acetamide). RXN SMILES: [Cl:1][C:2]1[CH:7]=[C:6]([CH2:8][NH:9][C:10]([NH2:26])=[N:11][C:12](=[O:25])[CH2:13][C:14]2[C:22]3[C:17](=[CH:18][CH:19]=[C:20](OC)[CH:21]=3)[NH:16][CH:15]=2)[CH:5]=[C:4]([Cl:27])[C:3]=1[NH:28][C:29](=[O:31])[CH3:30].[F:32]C1C=C2C(C(CC(O)=O)=CN2)=CC=1.C(NC1C(Cl)=CC(CN)=CC=1Cl)(=O)C>>[Cl:1][C:2]1[CH:7]=[C:6]([CH2:8][NH:9][C:10]([NH2:26])=[N:11][C:12](=[O:25])[CH2:13][C:14]2[C:22]3[C:17](=[CH:18][C:19]([F:32])=[CH:20][CH:21]=3)[NH:16][CH:15]=2)[CH:5]=[C:4]([Cl:27])[C:3]=1[NH:28][C:29](=[O:31])[CH3:30]. Reported procedure: In a manner similar to that used in the preparation of the compound of example 2, but using 2-(6-fluoro-1H-indol-3-yl)acetic acid in step 16 (A) and 4-acetamido-3,5-dichloro-benzylamine (preparation B) in step 16 (B), the title compound was prepared. MS (ESI) (M+H)+=450.08 1H-NMR(500 MHz, CD3OD) δ 7.52 (dd, J=8.55, 5.19 Hz, 1 H), 7.42 (s, 2 H), 7.28 (s, 1 H), 7.09 (dd, J=9.77, 2.14 Hz, 1 H), 6.77-6.95 (m, 1 H), 4.50 (s, 2 H), 3.95 (s, 2 H), 2.19 (s, 3 H). Starting materials: CN(C(=O)C1=CC=C(C=C1)C1=CC=C2C(=N1)OC1=CC=CC=C1C2C(C(=O)OC)=C)C (methyl 2-(2-(4-(dimethylcarbamoyl)phenyl)-5H-chromeno[2,3-b]pyridin-5-yl)acrylate), resultant mixture, [H-].[Na+] (Sodium hydride), [I-].C[S+](=O)(C)C (trimethyl sulfoxonium iodide). Run in CS(=O)C (DMSO), CS(=O)C (DMSO). Reaction conditions: time 30 minute. The product is CN(C(=O)C1=CC=C(C=C1)C1=CC=C2C(=N1)OC1=CC=CC=C1C2C2(CC2)C(=O)OC)C (methyl 1-(2-(4-(dimethylcarbamoyl)phenyl)-5H-chromeno[2,3-b]pyridin-5-yl)cyclopropanecarboxylate). Yield: 25.7%. As a reaction SMILES: [H-].[Na+].[I-].[CH3:4][S+](C)(C)=O.[CH3:9][N:10]([CH3:39])[C:11]([C:13]1[CH:18]=[CH:17][C:16]([C:19]2[N:24]=[C:23]3[O:25][C:26]4[C:31]([CH:32]([C:33](=[CH2:38])[C:34]([O:36][CH3:37])=[O:35])[C:22]3=[CH:21][CH:20]=2)=[CH:30][CH:29]=[CH:28][CH:27]=4)=[CH:15][CH:14]=1)=[O:12]>CS(C)=O>[CH3:39][N:10]([CH3:9])[C:11]([C:13]1[CH:14]=[CH:15][C:16]([C:19]2[N:24]=[C:23]3[O:25][C:26]4[C:31]([CH:32]([C:33]5([C:34]([O:36][CH3:37])=[O:35])[CH2:4][CH2:38]5)[C:22]3=[CH:21][CH:20]=2)=[CH:30][CH:29]=[CH:28][CH:27]=4)=[CH:17][CH:18]=1)=[O:12] |f:0.1,2.3|. Procedure details: Sodium hydride (5.2 mg, 0.13 mmol, 60% in mineral oil) was added to a solution of trimethyl sulfoxonium iodide (28.7 mg, 0.13 mmol) in DMSO (1 mL) at room temperature. After 30 min at room temperature, the mixture was added to a solution of the product from Step 3 (45 mg, 0.109 mmol) in DMSO (1 mL). The resultant mixture was stirred at room temperature for 10 min and quenched with saturated NaHCO3 (1 mL). After addition of ethyl acetate (80 mL), the mixture was washed with water (2×10 mL), brine... The reactants are O1CCN(CC1)C=1OC2=C(C=C(C=C2C(C1)=O)C(=O)OC)[C@@H]1NCCC1 (methyl 2-morpholino-4-oxo-8-[(2R)-pyrrolidin-2-yl]chromene-6-carboxylate), BrC1=CC(=CC(=C1)F)F (1-bromo-3,5-difluorobenzene), CC1(C2=CC=CC(=C2OC=2C(=CC=CC12)P(C1=CC=CC=C1)C1=CC=CC=C1)P(C1=CC=CC=C1)C1=CC=CC=C1)C ((9,9-dimethyl-9H-xanthene-4,5-diyl)bis(diphenylphosphine)), C([O-])([O-])=O.[Cs+].[Cs+] (cesium carbonate). Reagents/catalysts: C(C)(=O)O[Pd]OC(C)=O (Diacetoxypalladium). Product: FC=1C=C(C=C(C1)F)N1[C@H](CCC1)C=1C=C(C=C2C(C=C(OC12)N1CCOCC1)=O)C(=O)OC (methyl 8-[(2R)-1-(3,5-difluorophenyl)pyrrolidin-2-yl]-2-morpholino-4-oxo-chromene-6-carboxylate). Isolated yield 67.1%. Reported procedure: Diacetoxypalladium (0.028 g, 0.13 mmol) was added to a stirred mixture of methyl 2-morpholino-4-oxo-8-[(2R)-pyrrolidin-2-yl]chromene-6-carboxylate (0.9 g, 2.51 mmol), 1-bromo-3,5-difluorobenzene (0.361 ml, 3.14 mmol), (9,9-dimethyl-9H-xanthene-4,5-diyl)bis(diphenylphosphine) (145 mg, 0.25 mmol) and cesium carbonate (1.227 g, 3.77 mmol) dissolved in 1,4-dioxane (16 mL). The resulting suspension was degassed with argon and then stirred at 100° C. for 15 h. The reaction mixture was allowed to cool ... RXN SMILES: [O:1]1[CH2:6][CH2:5][N:4]([C:7]2[O:8][C:9]3[C:14]([C:15](=[O:17])[CH:16]=2)=[CH:13][C:12]([C:18]([O:20][CH3:21])=[O:19])=[CH:11][C:10]=3[C@H:22]2[CH2:26][CH2:25][CH2:24][NH:23]2)[CH2:3][CH2:2]1.Br[C:28]1[CH:33]=[C:32]([F:34])[CH:31]=[C:30]([F:35])[CH:29]=1.CC1(C)C2C=CC=C(P(C3C=CC=CC=3)C3C=CC=CC=3)C=2OC2C1=CC=CC=2P(C1C=CC=CC=1)C1C=CC=CC=1.C(=O)([O-])[O-].[Cs+].[Cs+]>O1CCOCC1.C(O[Pd]OC(=O)C)(=O)C>[F:34][C:32]1[CH:33]=[C:28]([N:23]2[CH2:24][CH2:25][CH2:26][C@@H:22]2[C:10]2[CH:11]=[C:12]([C:18]([O:20][CH3:21])=[O:19])[CH:13]=[C:14]3[C:9]=2[O:8][C:7]([N:4]2[CH2:3][CH2:2][O:1][CH2:6][CH2:5]2)=[CH:16][C:15]3=[O:17])[CH:29]=[C:30]([F:35])[CH:31]=1 |f:3.4.5|. Solvent: O1CCOCC1 (1,4-dioxane). Run at temperature 100 celsius, time 15 hour. Starting materials: S(N)([O-])(=O)=O (sulfamate), C1(=CC=CC=C1)C(CO)(CO)C1=CC=CC=C1 (2,2-diphenyl-1,3-propanediol), alkanediol. Product: C1(=CC=CC=C1)C(COS(N)(=O)=O)(COS(N)(=O)=O)C1=CC=CC=C1 (2,2-Diphenyl-1,3-bis-O-sulfamyl-1,3-propanediol). Reaction SMILES: [S:1](=[O:5])(=[O:4])([O-:3])[NH2:2].[C:6]1([C:12]([C:17]2[CH:22]=[CH:21][CH:20]=[CH:19][CH:18]=2)([CH2:15][OH:16])[CH2:13]O)[CH:11]=[CH:10][CH:9]=[CH:8][CH:7]=1>>[C:6]1([C:12]([C:17]2[CH:22]=[CH:21][CH:20]=[CH:19][CH:18]=2)([CH2:15][O:16][S:1](=[O:4])(=[O:3])[NH2:2])[CH2:13][O:4][S:1](=[O:3])(=[O:5])[NH2:2])[CH:11]=[CH:10][CH:9]=[CH:8][CH:7]=1. Procedure details: 2,2-Diphenyl-1,3-bis-O-sulfamyl-1,3-propanediol is prepared in an identical manner as the sulfamate reported in Example 1 except for the use of 2,2-diphenyl-1,3-propanediol (87.7 g., 0.385 mol.) as the alkanediol.